This data is from the Open Reaction Database (ORD), a public repository of structured organic reaction records. The task is: describe an organic reaction: reactants, conditions, products, and yield Reactants: [BH4-].[Na+] (NaBH4), C(C)C1=CC(=C(OC2=C(C=C(C=C2)N2C(CCC2=O)=O)F)C=C1)OC (1-[4-(4-ethyl-2-methoxyphenoxy)-3-fluorophenyl]pyrrolidine-2,5-dione), CO (methanol). Run in C(C)#N (Acetonitrile). Reaction conditions: time 1 hour. Yields the product C(C)C1=CC(=C(OC2=C(C=C(C=C2)NC(CCCO)=O)F)C=C1)OC (N-[4-(4-ethyl-2-methoxyphenoxy)-3-fluorophenyl]-4-hydroxybutanamide). Reaction SMILES: [CH2:1]([C:3]1[CH:23]=[CH:22][C:6]([O:7][C:8]2[CH:13]=[CH:12][C:11]([N:14]3[C:18](=[O:19])[CH2:17][CH2:16][C:15]3=[O:20])=[CH:10][C:9]=2[F:21])=[C:5]([O:24][CH3:25])[CH:4]=1)[CH3:2].CO.[BH4-].[Na+]>C(#N)C>[CH2:1]([C:3]1[CH:23]=[CH:22][C:6]([O:7][C:8]2[CH:13]=[CH:12][C:11]([NH:14][C:15](=[O:20])[CH2:16][CH2:17][CH2:18][OH:19])=[CH:10][C:9]=2[F:21])=[C:5]([O:24][CH3:25])[CH:4]=1)[CH3:2] |f:2.3|. Procedure: To 1-[4-(4-ethyl-2-methoxyphenoxy)-3-fluorophenyl]pyrrolidine-2,5-dione (169.8 mg, 0.49 mmol) was added methanol (2 mL). The reaction mixture was stirred for 1 h 30 at room temperature under argon. Acetonitrile (2 mL) and NaBH4 (190.7 mg, 4.9 mmol) were added to the reaction. The reaction mixture was stirred at 50° C. for 17 h. Then it was concentrated, dissolved in dichloromethane, washed with a saturated solution of NH4Cl and extracted with dichloromethane. Combined organic phases were dried o... The reactants are [Na] (sodium), CC=1C=CC(=CC1)C(=O)C2=CC=C(N2C)CC(=O)O (tolmetin), C(C=C)Br (allyl bromide). Solvent: CN(C)C=O (DMF). The product is CC1=CC=C(C(=O)C2=CC=C(N2C)CC(=O)OCC=C)C=C1 (allyl 5-(4-methylbenzoyl)-1-methylpyrrole-2-acetate). Isolated yield 84.6%. Reaction SMILES: [Na].[CH3:2][C:3]1[CH:4]=[CH:5][C:6]([C:9]([C:11]2[N:15]([CH3:16])[C:14]([CH2:17][C:18]([OH:20])=[O:19])=[CH:13][CH:12]=2)=[O:10])=[CH:7][CH:8]=1.[CH2:21](Br)[CH:22]=[CH2:23]>CN(C=O)C>[CH3:2][C:3]1[CH:8]=[CH:7][C:6]([C:9]([C:11]2[N:15]([CH3:16])[C:14]([CH2:17][C:18]([O:20][CH2:23][CH:22]=[CH2:21])=[O:19])=[CH:13][CH:12]=2)=[O:10])=[CH:5][CH:4]=1 |^1:0|. Procedure: The sodium salt of tolmetin (15.0 g, 47.6 mmol) and allyl bromide (4.3 ml, 49.9 mmol) were dissolved in DMF (50 ml) and the mixture was stirred at room temperature until the esterification was complete (~30 h). The solvent was removed in vacuo and the residue was partitioned between ether and water. The organic layer was separated, washed with water, 1M sodium hydroxide, and brine, and dried over sodium sulfate. Evaporation gave allyl 5-(4-methylbenzoyl)-1-methylpyrrole-2-acetate (11.97 g, 85%) ... Starting materials: resultant mixture, C([O-])([O-])=O.[K+].[K+] (potassium carbonate), CI (methyl iodide), COC=1C=C(/C=C/C2=NC=3N(C(N(C(C3N2)=O)CCC)=O)CCC)C=CC1OC ((E)-8-(3,4-dimethoxystyryl)-1,3-dipropylxanthine). Solvent: CN(C=O)C (dimethylformamide). Yields the product COC=1C=C(/C=C/C2=NC=3N(C(N(C(C3N2C)=O)CCC)=O)CCC)C=CC1OC ((E)-8-(3,4-Dimethoxystyryl)-7-methyl-1,3-dipropylxanthine). Yield: 97.9%. Reaction SMILES: [CH3:1][O:2][C:3]1[CH:4]=[C:5]([CH:25]=[CH:26][C:27]=1[O:28][CH3:29])/[CH:6]=[CH:7]/[C:8]1[NH:16][C:15]2[C:14](=[O:17])[N:13]([CH2:18][CH2:19][CH3:20])[C:12](=[O:21])[N:11]([CH2:22][CH2:23][CH3:24])[C:10]=2[N:9]=1.[C:30](=O)([O-])[O-].[K+].[K+].CI>CN(C)C=O>[CH3:1][O:2][C:3]1[CH:4]=[C:5]([CH:25]=[CH:26][C:27]=1[O:28][CH3:29])/[CH:6]=[CH:7]/[C:8]1[N:16]([CH3:30])[C:15]2[C:14](=[O:17])[N:13]([CH2:18][CH2:19][CH3:20])[C:12](=[O:21])[N:11]([CH2:22][CH2:23][CH3:24])[C:10]=2[N:9]=1 |f:1.2.3|. Reported procedure: Compound B (1.20 g, 3.02 mmol) was dissolved in 20 ml of dimethylformamide. To the solution were added 1.04 g (7.55 mmol) of potassium carbonate and subsequently 0.38 ml (6.04 mmol) of methyl iodide, and the resultant mixture was stirred at 50° C. for 30 minutes. After cooling, insoluble matters were filtered off, and 400 ml of water was added to the filtrate. The mixture was extracted three times with 100 ml of chloroform. The extract was washed twice with water and once with a saturated aqueou... Starting materials: P(=O)(OCC)(SCCC)OC1=C(C=CC=C1)C=O (O-ethyl S-propyl O-(2-formylphenyl) thiophosphate), O (water), C(C1=CC=CC=C1)(=O)NN (Benzoylhydrazine). The solvent is CO (methanol). Reaction conditions: time 8 hour. Product: P(=O)(OCC)(SCCC)OC1=C(C=CC=C1)C=NNC(C1=CC=CC=C1)=O (O-Ethyl S-Propyl O-[2-(Benzoylhydrazonomethyl)phenyl] Thiophosphate), P(=S)([O-])([O-])[O-] (thiophosphate). Reaction SMILES: [P:1]([O:10][C:11]1[CH:16]=[CH:15][CH:14]=[CH:13][C:12]=1[CH:17]=O)([S:6][CH2:7][CH2:8][CH3:9])([O:3][CH2:4][CH3:5])=[O:2].[C:19]([NH:27][NH2:28])(=[O:26])[C:20]1[CH:25]=[CH:24][CH:23]=[CH:22][CH:21]=1.O>CO>[P:1]([O:10][C:11]1[CH:16]=[CH:15][CH:14]=[CH:13][C:12]=1[CH:17]=[N:28][NH:27][C:19](=[O:26])[C:20]1[CH:25]=[CH:24][CH:23]=[CH:22][CH:21]=1)([S:6][CH2:7][CH2:8][CH3:9])([O:3][CH2:4][CH3:5])=[O:2].[P:1]([O-:10])([O-:3])([O-:2])=[S:6]. Procedure details: A solution of O-ethyl S-propyl O-(2-formylphenyl) thiophosphate (4.1 grams; 0.0142 mole) in methanol (50 ml) was charged into a glass reaction vessel equipped with a mechanical stirrer. Benzoylhydrazine (1.939 grams; 0.0142 mole) was added and the reaction mixture was stirred at room temperature overnight. After this time water was added to the reaction mixture until it became cloudy. The mixture was then heated on a steam bath until it became clear again. The reaction mixture was then cooled in... Yield: 97.4%. Reactants: ClCl (chlorine), C(CCCCCCCC)(=O)N (pelargonamide), ClCl (chlorine). Reaction conditions: temperature 20 celsius, time 25 minute. Procedure details: Gaseous chlorine is introduced at a speed of 95 g/h into a suspension of 194 g of 98.15% pure pelargonamide (1.21 mol) in 1400 ml of water. The introduction of chlorine is discontinued after 60 min and the suspension is still left under stirring for 20-30 min at 20° C. The solid is filtered off, is washed with water until all HCl has disappeared (300 cc. of water) and the chlorinated derivative is dried. 226 g of N-chloropelargonamide (yield 97.4%) having an active chlorine titer of 17.6% (theor... As a reaction SMILES: [Cl:1]Cl.[C:3]([NH2:13])(=[O:12])[CH2:4][CH2:5][CH2:6][CH2:7][CH2:8][CH2:9][CH2:10][CH3:11]>O>[Cl:1][NH:13][C:3](=[O:12])[CH2:4][CH2:5][CH2:6][CH2:7][CH2:8][CH2:9][CH2:10][CH3:11]. Solvent: O (water). The product is ClNC(CCCCCCCC)=O (N-chloropelargonamide).